From a dataset of the Open Reaction Database (ORD), a public repository of structured organic reaction records. describe an organic reaction: reactants, conditions, products, and yield Starting materials: O=CO, CC1(C)OC2C(C(=O)O)OC(n3cnc4c(N)nc(I)nc43)C2O1. Reaction SMILES: [CH:25]([OH:26])=[O:27].[NH2:1][c:2]1[c:3]2[n:4][cH:5][n:6]([CH:12]3[O:13][CH:14]([C:22](=[O:23])[OH:24])[CH:15]4[O:16][C:17]([CH3:20])([CH3:21])[O:18][CH:19]34)[c:7]2[n:8][c:9]([I:11])[n:10]1>>[NH2:1][c:2]1[c:3]2[n:4][cH:5][n:6]([CH:12]3[O:13][CH:14]([C:22](=[O:23])[OH:24])[CH:15]([OH:16])[CH:19]3[OH:18])[c:7]2[n:8][c:9]([I:11])[n:10]1. Product: Nc1nc(I)nc2c1ncn2C1OC(C(=O)O)C(O)C1O.